Dataset: the Open Reaction Database (ORD), a public repository of structured organic reaction records. Task: describe an organic reaction: reactants, conditions, products, and yield Starting materials: [K+], [OH-], O, OCCO, N#CC1(c2ccc(-c3ccccc3)cc2)CC1. Yields the product O=C(O)C1(c2ccc(-c3ccccc3)cc2)CC1. RXN SMILES: [K+:19].[OH-:18].[OH2:24].[OH:20][CH2:21][CH2:22][OH:23].[c:1]1(-[c:12]2[cH:13][cH:14][cH:15][cH:16][cH:17]2)[cH:2][cH:3][c:4]([C:7]2([C:10]#[N:11])[CH2:8][CH2:9]2)[cH:5][cH:6]1>>[c:1]1(-[c:12]2[cH:13][cH:14][cH:15][cH:16][cH:17]2)[cH:2][cH:3][c:4]([C:7]2([C:10](=[O:18])[OH:20])[CH2:8][CH2:9]2)[cH:5][cH:6]1. Starting materials: C1(=CC=CC=C1)S(=O)(=O)N1C(N(C(C1)C1=CC(=CC=C1)Br)C1=CC=CC=C1)=O (1-benzenesulfonyl-4-(3-bromo-phenyl)-3-phenyl-imidazolidin-2-one), CS(=O)(=O)NC=1C=C(C=CC1)B(O)O ((3-methylsulfonylaminophenyl)boronic acid), C([O-])([O-])=O.[Na+].[Na+] (sodium carbonate). The reagents and catalysts are C1=CC=C(C=C1)P([C-]2C=CC=C2)C3=CC=CC=C3.C1=CC=C(C=C1)P([C-]2C=CC=C2)C3=CC=CC=C3.Cl[Pd]Cl.[Fe+2].ClCCl (dichloro[1,1′-bis(diphenylphosphino)ferrocene]palladium dichloromethane). Solvent: O1CCOCC1.O (dioxane water). Yields the product C1(=CC=CC=C1)S(=O)(=O)N1C(N(C(C1)C=1C=C(C=CC1)C1=CC(=CC=C1)NS(=O)(=O)C)C1=CC=CC=C1)=O (N-[3′-(1-benzenesulfonyl-2-oxo-3-phenyl-imidazolidin-4-yl)-biphenyl-3-yl]-methanesulfonamide). Reaction SMILES: [C:1]1([S:7]([N:10]2[CH2:14][CH:13]([C:15]3[CH:20]=[CH:19][CH:18]=[C:17](Br)[CH:16]=3)[N:12]([C:22]3[CH:27]=[CH:26][CH:25]=[CH:24][CH:23]=3)[C:11]2=[O:28])(=[O:9])=[O:8])[CH:6]=[CH:5][CH:4]=[CH:3][CH:2]=1.[CH3:29][S:30]([NH:33][C:34]1[CH:35]=[C:36](B(O)O)[CH:37]=[CH:38][CH:39]=1)(=[O:32])=[O:31].C(=O)([O-])[O-].[Na+].[Na+]>O1CCOCC1.O.C1C=CC(P(C2C=CC=CC=2)[C-]2C=CC=C2)=CC=1.C1C=CC(P(C2C=CC=CC=2)[C-]2C=CC=C2)=CC=1.Cl[Pd]Cl.[Fe+2].ClCCl>[C:1]1([S:7]([N:10]2[CH2:14][CH:13]([C:15]3[CH:16]=[C:17]([C:38]4[CH:37]=[CH:36][CH:35]=[C:34]([NH:33][S:30]([CH3:29])(=[O:31])=[O:32])[CH:39]=4)[CH:18]=[CH:19][CH:20]=3)[N:12]([C:22]3[CH:27]=[CH:26][CH:25]=[CH:24][CH:23]=3)[C:11]2=[O:28])(=[O:9])=[O:8])[CH:6]=[CH:5][CH:4]=[CH:3][CH:2]=1 |f:2.3.4,5.6,7.8.9.10.11|. Reported procedure: In analogy to example 1, step 3,1-benzenesulfonyl-4-(3-bromo-phenyl)-3-phenyl-imidazolidin-2-one (example 5, step 2) was reacted with (3-methylsulfonylaminophenyl)boronic acid in the presence of dichloro[1,1′-bis(diphenylphosphino)ferrocene]palladium dichloromethane adduct and sodium carbonate in dioxane/water to give N-[3′-(1-benzenesulfonyl-2-oxo-3-phenyl-imidazolidin-4-yl)-biphenyl-3-yl]-methanesulfonamide as an off-white solid. MS: 548.2 ([M+H]+)